From a dataset of the Open Reaction Database (ORD), a public repository of structured organic reaction records. describe an organic reaction: reactants, conditions, products, and yield Reactants: C(C)(C)(C)OC(=O)N1[C@@H](CCCC1)CCOC1=CC(=CC=C1)OC1=CC=CC=C1 ((S)-2-[(3-Phenoxyphenoxy)ethyl]-piperidine-1-carboxylic acid tert-butyl ester), Cl (HCl). Run in O1CCOCC1 (dioxane). The product is Cl.O(C1=CC=CC=C1)C=1C=C(OCC[C@H]2NCCCC2)C=CC1 ((S)-2-[(3-Phenoxyphenoxy)ethyl]-piperidine hydrochloride). Isolated yield 89.0%. As a reaction SMILES: C(OC([N:8]1[CH2:13][CH2:12][CH2:11][CH2:10][C@H:9]1[CH2:14][CH2:15][O:16][C:17]1[CH:22]=[CH:21][CH:20]=[C:19]([O:23][C:24]2[CH:29]=[CH:28][CH:27]=[CH:26][CH:25]=2)[CH:18]=1)=O)(C)(C)C.[ClH:30]>O1CCOCC1>[ClH:30].[O:23]([C:19]1[CH:18]=[C:17]([CH:22]=[CH:21][CH:20]=1)[O:16][CH2:15][CH2:14][C@@H:9]1[CH2:10][CH2:11][CH2:12][CH2:13][NH:8]1)[C:24]1[CH:25]=[CH:26][CH:27]=[CH:28][CH:29]=1 |f:3.4|. Procedure: A solution of the product (0.250 g, 0.629 mmol) from step 1 in 4N HCl in dioxane (1.57 mL) was stirred at ambient temperature for about 1 h and then concentrated in vacuo. The residue was triturated with ether and dried in a 55° C. vacuum oven to afford the desired product as a white solid (0.187 g, 89%): 1H NMR (400 MHz, DMSO-d6): δ 8.98 (br s, 2H), 7.40 (m, 2H), 7.28 (t, 1H, J=8.4 Hz), 7.15 (tt, 1H, J1=7.6 Hz, J2=1.2 Hz), 7.02 (m, 2H), 6.73 (ddd, 1H, J1=8.4 Hz, J2=2.4 Hz, J3=0.8 Hz), 6.57 (m, ... The reactants are C(=O)N (formamide), N (ammonia), [N+](=O)([O-])C1=CC(=C(C=C1[N+](=O)[O-])O)OC (4,5-dinitro-2-methoxyphenol). Run in O (water). Conditions: temperature 95 celsius. Yields the product NC=1C(=CC(=C(C1)O)OC)[N+](=O)[O-] (5-amino-2-methoxy-4-nitrophenol). RXN SMILES: [N+:1]([C:4]1[C:9]([N+:10]([O-])=O)=[CH:8][C:7]([OH:13])=[C:6]([O:14][CH3:15])[CH:5]=1)([O-:3])=[O:2].C(N)=O.N>O>[NH2:10][C:9]1[C:4]([N+:1]([O-:3])=[O:2])=[CH:5][C:6]([O:14][CH3:15])=[C:7]([OH:13])[CH:8]=1. Reported procedure: A mixture consisting of 0.15 mol (32.1 g) of 4,5-dinitro-2-methoxyphenol, prepared in Example 2, 150 ml of formamide and 200 ml of 28% strength ammonia solution in water is heated to 95° C. for 8 hours in an autoclave. After the mixture is cooled, the expected product crystallizes. It is dissolved in the minimum quantity of dimethylformamide, and is then precipitated by adding water. It melts at 208° C. Starting materials: ClC1=C(C(=NC(=N1)C1=NC=CC=N1)NS(=O)(=O)C=CC1=CC=CC=C1)OC1=C(C=CC=C1)OC (N-[6-chloro-5-(2-methoxyphenoxy)-2-(2-pyrimidinyl)-4-pyrimidinyl]-2-phenylethenesulfonamide), [Na] (Sodium), Cl (hydrochloric acid). The solvent is C(CO)O (ethylene glycol). Product: OCCOC1=C(C(=NC(=N1)C1=NC=CC=N1)NS(=O)(=O)C=CC1=CC=CC=C1)OC1=C(C=CC=C1)OC (N-[6-(2-hydroxyethoxy)-5-(2-methoxyphenoxy)-2-(2-pyrimidinyl)-4-pyrimidinyl]-2-phenylethenesulfonamide). The yield is 192.1%. As a reaction SMILES: [Na].Cl[C:3]1[N:8]=[C:7]([C:9]2[N:14]=[CH:13][CH:12]=[CH:11][N:10]=2)[N:6]=[C:5]([NH:15][S:16]([CH:19]=[CH:20][C:21]2[CH:26]=[CH:25][CH:24]=[CH:23][CH:22]=2)(=[O:18])=[O:17])[C:4]=1[O:27][C:28]1[CH:33]=[CH:32][CH:31]=[CH:30][C:29]=1[O:34][CH3:35].Cl>C(O)CO>[OH:27][CH2:28][CH2:29][O:34][C:3]1[N:8]=[C:7]([C:9]2[N:14]=[CH:13][CH:12]=[CH:11][N:10]=2)[N:6]=[C:5]([NH:15][S:16]([CH:19]=[CH:20][C:21]2[CH:26]=[CH:25][CH:24]=[CH:23][CH:22]=2)(=[O:18])=[O:17])[C:4]=1[O:27][C:28]1[CH:33]=[CH:32][CH:31]=[CH:30][C:29]=1[O:34][CH3:35] |^1:0|. Procedure: Sodium (230 mg) was dissolved in 5.6 ml of ethylene glycol and 495 mg of N-[6-chloro-5-(2-methoxyphenoxy)-2-(2-pyrimidinyl)-4-pyrimidinyl]-2-phenylethenesulfonamide was added thereto under ice cooling with stirring. The reaction mixture was stirred at 80° C. for three hours and poured into a mixture of 1N hydrochloric acid and ice. The crystals separated out therefrom were collected by filtration and the resulting crystals were purified by a silica gel column chromatography (chloroform-methanol=... Reactants: [BH4-].[Na+] (NaBH4), CS(=O)(=O)C1=CC=C(C=C1)C1=CC=C(O1)C(=O)C=1OC(=CC1)C1=CC=C(C=C1)S(=O)(=O)C (5-(p-methylsulfonylphenyl)-2-furyl ketone), ice H2O. The solvent is O1CCOCC1.O (dioxane H2O). Run at time 2 hour. Yields the product CC(C1=CC=C(O1)C1=CC=C(C=C1)S(=O)(=O)C)O (α-Methyl-5-(p-methylsulfonylphenyl)furfuryl Alcohol). As a reaction SMILES: [CH3:1][S:2]([C:5]1[CH:10]=[CH:9][C:8]([C:11]2[O:15][C:14]([C:16]([C:18]3OC(C4C=CC(S(C)(=O)=O)=CC=4)=CC=3)=[O:17])=[CH:13][CH:12]=2)=[CH:7][CH:6]=1)(=[O:4])=[O:3].[BH4-].[Na+]>O1CCOCC1.O>[CH3:18][CH:16]([OH:17])[C:14]1[O:15][C:11]([C:8]2[CH:9]=[CH:10][C:5]([S:2]([CH3:1])(=[O:4])=[O:3])=[CH:6][CH:7]=2)=[CH:12][CH:13]=1 |f:1.2,3.4|. Reported procedure: A mixture of 2.0 g (0.0076 mole) of 5-(p-methylsulfonylphenyl)-2-furyl ketone and 40 ml of 95% of dioxane/H2O was treated portionwise with 0.29 g (0.0076 mole) of NaBH4 while maintaining the temperature at 15°-20° by means of an ice bath. The resulting solution was stirred at room temperature for 2 hours, added to ice/H2O and the resulting precipitate filtered and dried in the vacuum pistol at room temperature to yield 1.3 g (64%), m.p. 118°-120°, of title compound. Starting materials: O=C1C(CCCC1)C(=O)OCC (Ethyl 2-oxo-cyclohexanecarboxylate), C(C)(C)(C)OC(N(C)C)N(C)C (tert.-butoxy-bis-(dimethylamino)-methane). Yields the product CN(C=C1C(C(CCC1)C(=O)OCC)=O)C (Ethyl 3-[1-dimethylamino-methylidene]-2-oxo-cyclohexanecarboxylate). As a reaction SMILES: [O:1]=[C:2]1[CH2:7][CH2:6][CH2:5][CH2:4][CH:3]1[C:8]([O:10][CH2:11][CH3:12])=[O:9].C(O[CH:18](N(C)C)[N:19]([CH3:21])[CH3:20])(C)(C)C>>[CH3:18][N:19]([CH3:21])[CH:20]=[C:7]1[CH2:6][CH2:5][CH2:4][CH:3]([C:8]([O:10][CH2:11][CH3:12])=[O:9])[C:2]1=[O:1]. Procedure: Ethyl 2-oxo-cyclohexanecarboxylate (38 mg, 0.22 mmol) was reacted with tert.-butoxy-bis-(dimethylamino)-methane using in analogous manner the procedure described in example 45a) to give crude title compound (49 mg) as a yellow oil which was used directly in the next step. MS ISP (m/e): 226.1 [(M+H)+].